From a dataset of the Open Reaction Database (ORD), a public repository of structured organic reaction records. describe an organic reaction: reactants, conditions, products, and yield Starting materials: C1(=CC=C(C=C1)S(=O)(=O)O)C (p-toluenesulfonic acid), solution, C(CCC)[Li] (butyllithium), FC1=C(C=CC=C1F)OCC (2,3-difluorophenetole), CN(C)CCN(C)C (TMEDA), CCCCCC (n-hexane). The solvent is C1CCOC1 (THF), C1CCOC1 (THF), C1(=CC=CC=C1)C (toluene). Run at temperature -70 celsius, time 4 hour. Yields the product C(C)OC1=C(C(=C(C=C1)C(=C)C1=CC=C(C=C1)C1=CC=C(C=C1)CCC)F)F (1-(4-ethoxy-2,3-difluorphenyl)-1-(4'-propylbiphenyl-4-yl)-ethene). As a reaction SMILES: [CH2:1]([Li])[CH2:2][CH2:3][CH3:4].[F:6][C:7]1[C:12]([F:13])=[CH:11][CH:10]=[CH:9][C:8]=1[O:14][CH2:15][CH3:16].[CH3:17]N(CCN(C)C)C.[C:25]1(C)[CH:30]=[CH:29][C:28](S(O)(=O)=O)=[CH:27][CH:26]=1.[CH3:36][CH2:37][CH2:38][CH2:39][CH2:40][CH3:41]>C1COCC1.C1(C)C=CC=CC=1>[CH2:15]([O:14][C:8]1[CH:9]=[CH:10][C:11]([C:3]([C:2]2[CH:1]=[CH:17][C:38]([C:39]3[CH:30]=[CH:25][C:26]([CH2:27][CH2:28][CH3:29])=[CH:41][CH:40]=3)=[CH:37][CH:36]=2)=[CH2:4])=[C:12]([F:13])[C:7]=1[F:6])[CH3:16]. Procedure: 66 ml of a 1.6N solution of butyllithium in n-hexane are added dropwise to a solution of 0.1 mol of 2,3-difluorophenetole and 0.1 mol of TMEDA in 200 ml of THF at -70° C. After stirring for 4 hours at -70° C. 0.1 mol of 4-acetyl-4'-propylbiphenyle in 50 ml of THF are added. After customary working up the product and 2 g of p-toluenesulfonic acid are dissolved in 200 ml of toluene and the mixtung is heated under reflux for 0.5 hours. Working up gives 1-(4-ethoxy-2,3-difluorphenyl)-1-(4'-propylbip... Reactants: [BH3-]C#N.[Na+] (NaCNBH3), C=O (formaldehyde), C(C)(=O)O (acetic acid), C(C)OC(=O)C1CCNCC1 (Piperidine-4-carboxylic acid ethyl ester). Solvent: CO (MeOH). Run at temperature 0 celsius, time 2 hour. Yields the product C(C)OC(=O)C1CCN(CC1)C (1-methylpiperidine-4-carboxylic acid ethyl ester). As a reaction SMILES: [CH2:1]([O:3][C:4]([CH:6]1[CH2:11][CH2:10][NH:9][CH2:8][CH2:7]1)=[O:5])[CH3:2].C=O.[C:14](O)(=O)C.[BH3-]C#N.[Na+]>CO>[CH2:1]([O:3][C:4]([CH:6]1[CH2:11][CH2:10][N:9]([CH3:14])[CH2:8][CH2:7]1)=[O:5])[CH3:2] |f:3.4|. Procedure: Piperidine-4-carboxylic acid ethyl ester (78 g) was dissolved in MeOH (1.2 L) at RT then formaldehyde (37%, 90 ml) and acetic acid (42 ml) were added and stirred for 2 h. The mixture was cooled to 0° C., NaCNBH3 (70 g) was added, and the mix was stirred for 20 min at 0° C., then overnight at RT. The mixture was cooled to 0° C. then quenched with 6N NaOH. The mixture was concentrated in vacuo to an aqueous layer, which was extracted with EtOAc (4×), brine-washed, dried over Na2SO4, and concentrat... Reactants: N#CC1CC(F)CN1C(=O)CNC12CCC(C(=O)O)(CC1)CC2, Nc1nnc(C(F)(F)F)s1. The product is N#CC1CC(F)CN1C(=O)CNC12CCC(C(=O)Nc3nnc(C(F)(F)F)s3)(CC1)CC2. RXN SMILES: [C:1](=[O:2])([OH:3])[C:4]12[CH2:5][CH2:6][C:7]([NH:12][CH2:13][C:14](=[O:15])[N:16]3[CH:17]([C:22]#[N:23])[CH2:18][CH:19]([F:21])[CH2:20]3)([CH2:8][CH2:9]1)[CH2:10][CH2:11]2.[NH2:24][c:25]1[s:26][c:27]([C:30]([F:31])([F:32])[F:33])[n:28][n:29]1>>[C:1](=[O:3])([C:4]12[CH2:5][CH2:6][C:7]([NH:12][CH2:13][C:14](=[O:15])[N:16]3[CH:17]([C:22]#[N:23])[CH2:18][CH:19]([F:21])[CH2:20]3)([CH2:8][CH2:9]1)[CH2:10][CH2:11]2)[NH:24][c:25]1[s:26][c:27]([C:30]([F:31])([F:32])[F:33])[n:28][n:29]1. Reactants: CC(=O)C (acetone), ClC1=CC(=C(C=C1O)N1C(N2C(CCCC2)=C1C#N)=O)F (2-(4-chloro-2-fluoro-5-hydroxyphenyl)-2,3,5,6,7,8-hexahydro-3-oxoimidazo[1,5-a]pyridine-1-carbonitrile), ClC1=CC(=C(C=C1O)N1C(N2C(CCCC2)=C1C#N)=O)F (2-(4-chloro-2-fluoro-5-hydroxyphenyl)-2,3,5,6,7,8-hexahydro-3- oxoimidazo[1,5-a]pyridine-1-carbonitrile), solution, C(C#C)Br (propargyl bromide), C([O-])([O-])=O.[K+].[K+] (potassium carbonate). Run in C1(=CC=CC=C1)C (toluene). Yields the product ClC1=CC(=C(C=C1OCC#C)N1C(N2C(CCCC2)=C1C#N)=O)F (2-(4-chloro-2-fluoro-5-propargyloxyphenyl)-2,3,5,6,7,8-hexahydro-3-oxoimidazo[1,5-a]pyridine-1-carbonitrile). Reaction SMILES: [Cl:1][C:2]1[C:7]([OH:8])=[CH:6][C:5]([N:9]2[C:17]([C:18]#[N:19])=[C:12]3[CH2:13][CH2:14][CH2:15][CH2:16][N:11]3[C:10]2=[O:20])=[C:4]([F:21])[CH:3]=1.[CH2:22](Br)[C:23]#[CH:24].C(=O)([O-])[O-].[K+].[K+].CC(C)=O>C1(C)C=CC=CC=1>[Cl:1][C:2]1[C:7]([O:8][CH2:24][C:23]#[CH:22])=[CH:6][C:5]([N:9]2[C:17]([C:18]#[N:19])=[C:12]3[CH2:13][CH2:14][CH2:15][CH2:16][N:11]3[C:10]2=[O:20])=[C:4]([F:21])[CH:3]=1 |f:2.3.4|. Reported procedure: The product of Example 57, 2-(4-chloro-2-fluoro-5-hydroxyphenyl)-2,3,5,6,7,8-hexahydro-3- oxoimidazo[1,5-a]pyridine-1-carbonitrile (2.6 g, 0.0085 mol) was treated with 1.5 g (0.010 mol) of an 80% solution of propargyl bromide in toluene and 1.4 g (0.01 mol) of potassium carbonate in refluxing acetone, as described in Example 34, to furnish, after recrystallization from ethanol, 2.2 g of 2-(4-chloro-2-fluoro-5-propargyloxyphenyl)-2,3,5,6,7,8-hexahydro-3-oxoimidazo[1,5-a]pyridine-1-carbonitrile (X... The reactants are NC=1SC=C(N1)/C(/C(=O)OCCS(=O)(=O)C)=N/O (methylsulfonylethyl 2-(2-aminothiazol-4-yl)-(Z)-2-hydroxyiminoacetate), BrC(C(=O)OC(C)(C)C)C (t-butyl 2-bromopropionate), O (water), C([O-])([O-])=O.[K+].[K+] (potassium carbonate). Run in CC(=O)C (acetone). Run at temperature 40 celsius, time 2.5 hour. Product: NC=1SC=C(N1)/C(/C(=O)OCCS(=O)(=O)C)=N/OC(C)C(=O)OC(C)(C)C (methylsulfonylethyl 2-(2-aminothiazol-4-yl)-(Z)-2-(t-butoxycarbonyl-1-methylmethoxyimino)acetate). The yield is 75.4%. As a reaction SMILES: [NH2:1][C:2]1[S:3][CH:4]=[C:5](/[C:7](=[N:17]/[OH:18])/[C:8]([O:10][CH2:11][CH2:12][S:13]([CH3:16])(=[O:15])=[O:14])=[O:9])[N:6]=1.Br[CH:20]([CH3:28])[C:21]([O:23][C:24]([CH3:27])([CH3:26])[CH3:25])=[O:22].O.C(=O)([O-])[O-].[K+].[K+]>CC(C)=O>[NH2:1][C:2]1[S:3][CH:4]=[C:5](/[C:7](=[N:17]/[O:18][CH:20]([C:21]([O:23][C:24]([CH3:27])([CH3:26])[CH3:25])=[O:22])[CH3:28])/[C:8]([O:10][CH2:11][CH2:12][S:13]([CH3:16])(=[O:14])=[O:15])=[O:9])[N:6]=1 |f:3.4.5|. Procedure details: In 100 ml of acetone was suspended 5 g (0.017 mole) of methylsulfonylethyl 2-(2-aminothiazol-4-yl)-(Z)-2-hydroxyiminoacetate and 5.33 g (0.0255 mole) of t-butyl 2-bromopropionate was added. After a serial addition of 0.3 ml of water and 9.4 g of anhydrous potassium carbonate, the mixture was stirred at 40° C. for about 2.5 hours. After completion of the reaction, the insoluble matter was filtered off. To the filtrate was added 100 ml of water and the mixture was extracted with 150 ml of ethyl ac... Starting materials: COc1ccccc1-c1nn(COCC[Si](C)(C)C)c2ncc(-c3ccc(NC(=O)CBr)c(C(=O)N(C)C)c3)cc12, CC(=O)O, [O-][Cl+3]([O-])([O-])O, O. Yields the product COc1ccccc1-c1n[nH]c2ncc(-c3ccc(NC(=O)CBr)c(C(=O)N(C)C)c3)cc12. As a reaction SMILES: [Br:1][CH2:2][C:3](=[O:4])[NH:5][c:6]1[c:7]([C:8](=[O:9])[N:10]([CH3:11])[CH3:12])[cH:13][c:14](-[c:17]2[cH:18][c:19]3[c:20]([n:21][cH:22]2)[n:23]([CH2:34][O:35][CH2:36][CH2:37][Si:38]([CH3:39])([CH3:40])[CH3:41])[n:24][c:25]3-[c:26]2[c:27]([O:32][CH3:33])[cH:28][cH:29][cH:30][cH:31]2)[cH:15][cH:16]1.[CH3:48][C:49](=[O:50])[OH:51].[Cl+3:42]([OH:43])([O-:44])([O-:45])[O-:46].[OH2:47]>>[Br:1][CH2:2][C:3](=[O:4])[NH:5][c:6]1[c:7]([C:8](=[O:9])[N:10]([CH3:11])[CH3:12])[cH:13][c:14](-[c:17]2[cH:18][c:19]3[c:20]([n:21][cH:22]2)[nH:23][n:24][c:25]3-[c:26]2[c:27]([O:32][CH3:33])[cH:28][cH:29][cH:30][cH:31]2)[cH:15][cH:16]1. Product: O(C1=CC=2C=C(NC2C(=C1)B3OC(C)(C)C(O3)(C)C)C)C. Solvent: CCCCCC. Reagents/catalysts: O1BOC(C)(C)C1(C)C, N=1C=CC(=CC1C=2N=CC=C(C2)C(C)(C)C)C(C)(C)C, C[OH2+].C[OH2+].C1CC=CCCC=C1.C1CC=CCCC=C1.[Ir].[Ir]. Conditions: temperature 60 celsius, time 4 hour. The reactants are O(C=1C=CC=2NC(=CC2C1)C)C. Yield: 95.0%.